Task: describe an organic reaction: reactants, conditions, products, and yield. Dataset: the Open Reaction Database (ORD), a public repository of structured organic reaction records Starting materials: Cc1ccc(C(=O)OCN2NCC(=O)NC2=O)cc1, C[O-], CO, [Na+]. Product: Cc1ccc(C(=O)OCN2NCC(=O)N([Na])C2=O)cc1. RXN SMILES: [CH3:1][c:2]1[cH:3][cH:4][c:5]([C:6](=[O:7])[O:8][CH2:9][N:10]2[NH:11][CH2:12][C:13](=[O:17])[NH:14][C:15]2=[O:16])[cH:18][cH:19]1.[CH3:20][O-:21].[CH3:23][OH:24].[Na+:22]>>[CH3:1][c:2]1[cH:3][cH:4][c:5]([C:6](=[O:7])[O:8][CH2:9][N:10]2[NH:11][CH2:12][C:13](=[O:17])[N:14]([Na:22])[C:15]2=[O:16])[cH:18][cH:19]1. The reactants are aqueous solution, COC (methyl ether), C(C=C)(=O)NC(C(=O)OC)O (Methyl acrylamidoglycolate), 100, C1(O)=CC=C(O)C=C1 (hydroquinone), CO (methanol), C(CN(CC(=O)O)CC(=O)O)N(CC(=O)O)CC(=O)O (ethylene-diamine tetraacetic acid). Yields the product COC(C(=O)OC)NC(C=C)=O (methyl acrylamidoglycolate methyl ether). The yield is 85.0%. Reaction SMILES: [C:1]([NH:5][CH:6]([OH:11])[C:7]([O:9][CH3:10])=[O:8])(=[O:4])[CH:2]=[CH2:3].CO.[CH3:14]OC.C1(C=CC(O)=CC=1)O.C(N(CC(O)=O)CC(O)=O)CN(CC(O)=O)CC(O)=O>>[CH3:14][O:11][CH:6]([NH:5][C:1](=[O:4])[CH:2]=[CH2:3])[C:7]([O:9][CH3:10])=[O:8]. Reported procedure: Methyl acrylamidoglycolate, as prepared in Example I, in the amount of 100 parts (0.63 mole) is combined with 200 parts of methanol (6.3 moles), 0.10 parts of the methyl ether of hydroquinone and 0.005 part of ethylene-diamine tetraacetic acid and 5.0 parts of a 40% aqueous solution of paratoluenesulfonic acid is added as catalyst. The reaction mixture is heated for 4 hours at reflux temperature and then cooled and filtered. Vacuum stripping of the methanol results in crystallization of the prod...